Dataset: the Open Reaction Database (ORD), a public repository of structured organic reaction records. Task: describe an organic reaction: reactants, conditions, products, and yield Reactants: C(C1=CC=CC=C1)ONC(=O)[C@@H]1N(C[C@H]([C@@H]2[C@@H]1OC(O2)(C)C)OC(C)=O)S(=O)(=O)C2=CC=C(C=C2)OC ((3aR,4R,7R,7aR)-7-acetoxy-5-(4′-methoxybenzenesulfonyl)-2,2-dimethyl-hexahydro-[1,3]dioxolo[4,5-c]pyridine-4-carboxylic Acid Benzyloxyamide), C[O-].[Na+] (sodium methoxide). Solvent: CO (methanol). Conditions: time 2 hour. Product: C(C1=CC=CC=C1)ONC(=O)[C@@H]1N(C[C@H]([C@@H]2[C@@H]1OC(O2)(C)C)O)S(=O)(=O)C2=CC=C(C=C2)OC ((3aR,4R,7R,7aR)-7-hydroxy-5-(4′-methoxybenzenesulfonyl)-2,2-dimethyl-hexahydro-[1,3]dioxolo[4,5-c]pyridine-4-carboxylic Acid Benzyloxyamide). Isolated yield 74.9%. RXN SMILES: [CH2:1]([O:8][NH:9][C:10]([C@H:12]1[C@H:17]2[O:18][C:19]([CH3:22])([CH3:21])[O:20][C@@H:16]2[C@H:15]([O:23]C(=O)C)[CH2:14][N:13]1[S:27]([C:30]1[CH:35]=[CH:34][C:33]([O:36][CH3:37])=[CH:32][CH:31]=1)(=[O:29])=[O:28])=[O:11])[C:2]1[CH:7]=[CH:6][CH:5]=[CH:4][CH:3]=1.C[O-].[Na+]>CO>[CH2:1]([O:8][NH:9][C:10]([C@H:12]1[C@H:17]2[O:18][C:19]([CH3:22])([CH3:21])[O:20][C@@H:16]2[C@H:15]([OH:23])[CH2:14][N:13]1[S:27]([C:30]1[CH:31]=[CH:32][C:33]([O:36][CH3:37])=[CH:34][CH:35]=1)(=[O:29])=[O:28])=[O:11])[C:2]1[CH:3]=[CH:4][CH:5]=[CH:6][CH:7]=1 |f:1.2|. Reported procedure: The above compound (2-2) (100 mg) was dissolved in methanol (2 mL) and 28% sodium methoxide (18 mg) was added, and then the mixture was stirred at room temperature for 2 hours. After neutralizing with a cation exchange resin, the insoluble material was removed by filtration and the filtrate was concentrated under reduced pressure. The resulting residue was purified by silica gel column chromatography (ethyl acetate:n-hexane=1:2→1:1→2:1) to obtain the titled compound (69 mg). Reported procedure: To a solution of 4-(4-acetyl-5-(3-isopropyl-2,4-dioxo-1-(3-(trifluoromethyl)phenyl)-1,2,3,4-tetrahydropyrimidin-5-yl)-1H-pyrazol-1-yl)benzonitrile (prepared in Example 136) (28.2 mg) in tetrahydrofuran (1.0 ml) was added under ice-cooling methyl magnesium chloride (3.0 M tetrahydrofuran solution, 27.8 μl) dropwise and the resulting mixture was stirred under ice-cooling for one hour. To the resulting mixture was water (1 mL) followed by an addition of ethyl acetate (50 ml), and the mixture was wa... Starting materials: C(C)(=O)OCC (ethyl acetate), C(C)(=O)C=1C=NN(C1C=1C(N(C(N(C1)C1=CC(=CC=C1)C(F)(F)F)=O)C(C)C)=O)C1=CC=C(C#N)C=C1 (4-(4-acetyl-5-(3-isopropyl-2,4-dioxo-1-(3-(trifluoromethyl)phenyl)-1,2,3,4-tetrahydropyrimidin-5-yl)-1H-pyrazol-1-yl)benzonitrile), O (water), C[Mg]Cl (methyl magnesium chloride). Run in O1CCCC1 (tetrahydrofuran). The product is OC(C)(C)C=1C=NN(C1C=1C(N(C(N(C1)C1=CC(=CC=C1)C(F)(F)F)=O)C(C)C)=O)C1=CC=C(C#N)C=C1 (4-(4-(2-hydroxypropan-2-yl)-5-(3-isopropyl-2,4-dioxo-1-(3-(trifluoromethyl)phenyl)-1,2,3,4-tetrahydropyrimidin-5-yl)-1H-pyrazol-1-yl)benzonitrile). As a reaction SMILES: [C:1]([C:4]1[CH:5]=[N:6][N:7]([C:30]2[CH:37]=[CH:36][C:33]([C:34]#[N:35])=[CH:32][CH:31]=2)[C:8]=1[C:9]1[C:10](=[O:29])[N:11]([CH:26]([CH3:28])[CH3:27])[C:12](=[O:25])[N:13]([C:15]2[CH:20]=[CH:19][CH:18]=[C:17]([C:21]([F:24])([F:23])[F:22])[CH:16]=2)[CH:14]=1)(=[O:3])[CH3:2].[CH3:38][Mg]Cl.O.C(OCC)(=O)C>O1CCCC1>[OH:3][C:1]([C:4]1[CH:5]=[N:6][N:7]([C:30]2[CH:37]=[CH:36][C:33]([C:34]#[N:35])=[CH:32][CH:31]=2)[C:8]=1[C:9]1[C:10](=[O:29])[N:11]([CH:26]([CH3:28])[CH3:27])[C:12](=[O:25])[N:13]([C:15]2[CH:20]=[CH:19][CH:18]=[C:17]([C:21]([F:22])([F:23])[F:24])[CH:16]=2)[CH:14]=1)([CH3:38])[CH3:2].